From a dataset of the Open Reaction Database (ORD), a public repository of structured organic reaction records. describe an organic reaction: reactants, conditions, products, and yield Starting materials: ClC1=NC=C(C(=N1)N[C@@H]1C[C@@H](CCC1)NC(=O)N1CCCC1)F (N-((1R,3S)-3-(2-chloro-5-fluoropyrimidin-4-ylamino)cyclohexyl)-pyrrolidine-1-carboxamide), ClC1=NC=C(C(=N1)N[C@@H]1C[C@@H](CCC1)NC(=O)N1CCCC1)F (N-((1R,3S)-3-(2-chloro-5-fluoropyrimidin-4-ylamino)cyclohexyl)-pyrrolidine-1-carboxamide), FC=1C=C2C(=NC1)N(C=C2B2OC(C(O2)(C)C)(C)C)S(=O)(=O)C2=CC=C(C=C2)C (5-fluoro-1-(p-tolylsulfonyl)-3-(4,4,5,5-tetramethyl-1,3,2-dioxaborolan-2-yl)pyrrolo[2,3-b]pyridine), 44a, [O-]P(=O)([O-])[O-].[K+].[K+].[K+] (K3PO4), C1(CCCCC1)P(C1=C(C=CC=C1)C1=C(C=C(C=C1C(C)C)C(C)C)C(C)C)C1CCCCC1 (dicyclohexyl-[2-(2,4,6-triisopropylphenyl)phenyl]phosphane). Reagents/catalysts: C=1C=CC(=CC1)/C=C/C(=O)/C=C/C2=CC=CC=C2.C=1C=CC(=CC1)/C=C/C(=O)/C=C/C2=CC=CC=C2.C=1C=CC(=CC1)/C=C/C(=O)/C=C/C2=CC=CC=C2.[Pd].[Pd] (Pd2(dba)3). Solvent: 2-methyl THF, O (water). Reaction conditions: temperature 125 celsius. Product: FC=1C(=NC(=NC1)C1=CN(C2=NC=C(C=C21)F)S(=O)(=O)C2=CC=C(C)C=C2)N[C@@H]2C[C@@H](CCC2)NC(=O)N2CCCC2 (N-((1R,3S)-3-(5-fluoro-2-(5-fluoro-1-tosyl-1H-pyrrolo[2,3-b]pyridin-3-yl)pyrimidin-4-ylamino)cyclohexyl)pyrrolidine-1-carboxamide). RXN SMILES: Cl[C:2]1[N:7]=[C:6]([NH:8][C@H:9]2[CH2:14][CH2:13][CH2:12][C@@H:11]([NH:15][C:16]([N:18]3[CH2:22][CH2:21][CH2:20][CH2:19]3)=[O:17])[CH2:10]2)[C:5]([F:23])=[CH:4][N:3]=1.[F:24][C:25]1[CH:26]=[C:27]2[C:33](B3OC(C)(C)C(C)(C)O3)=[CH:32][N:31]([S:43]([C:46]3[CH:51]=[CH:50][C:49]([CH3:52])=[CH:48][CH:47]=3)(=[O:45])=[O:44])[C:28]2=[N:29][CH:30]=1.[O-]P([O-])([O-])=O.[K+].[K+].[K+].C1(P(C2CCCCC2)C2C=CC=CC=2C2C(C(C)C)=CC(C(C)C)=CC=2C(C)C)CCCCC1>O.C1C=CC(/C=C/C(/C=C/C2C=CC=CC=2)=O)=CC=1.C1C=CC(/C=C/C(/C=C/C2C=CC=CC=2)=O)=CC=1.C1C=CC(/C=C/C(/C=C/C2C=CC=CC=2)=O)=CC=1.[Pd].[Pd]>[F:23][C:5]1[C:6]([NH:8][C@H:9]2[CH2:14][CH2:13][CH2:12][C@@H:11]([NH:15][C:16]([N:18]3[CH2:22][CH2:21][CH2:20][CH2:19]3)=[O:17])[CH2:10]2)=[N:7][C:2]([C:33]2[C:27]3[C:28](=[N:29][CH:30]=[C:25]([F:24])[CH:26]=3)[N:31]([S:43]([C:46]3[CH:51]=[CH:50][C:49]([CH3:52])=[CH:48][CH:47]=3)(=[O:44])=[O:45])[CH:32]=2)=[N:3][CH:4]=1 |f:2.3.4.5,8.9.10.11.12|. Procedure details: A solution of N-((1R,3S)-3-(2-chloro-5-fluoropyrimidin-4-ylamino)cyclohexyl)-pyrrolidine-1-carboxamide, 67e, (6.8 g, 20.0 mmol), 5-fluoro-1-(p-tolylsulfonyl)-3-(4,4,5,5-tetramethyl-1,3,2-dioxaborolan-2-yl)pyrrolo[2,3-b]pyridine, 44a, (12.5 g, 30.0 mmol) and K3PO4 (17.0 g, 80.0 mmol) in 2-methyl THF (180 mL) and water (20 mL) was degassed under nitrogen for 30 min. To the mixture was added dicyclohexyl-[2-(2,4,6-triisopropylphenyl)phenyl]phosphane (XPhos) (1.1 g, 2.4 mmol) and Pd2(dba)3 (0.5 g, 0...